This data is from the Open Reaction Database (ORD), a public repository of structured organic reaction records. The task is: describe an organic reaction: reactants, conditions, products, and yield Starting materials: Cl.Cl.Cl.CC1=NNC2=CC=C(C=C12)NC=1C2=C(N=CN1)NC(=C2)C=2CCNCC2 ((3-methyl-1H-indazol-5-yl)-[6-(1,2,3,6-tetrahydro pyridin-4-yl)-7H-pyrrolo[2,3-d]pyrimidin-4-yl]-amine tris-hydrochloride), N1(CCCCC1)CCC(=O)O (1-piperidinepropanoic acid), Cl.CN(CCCN=C=NCC)C (N-(3-dimethylaminopropyl)-N′-ethylcarbodiimide hydrochloride), ON1N=NC2=C1C=CC=C2 (1-hydroxy benzotriazole), C(C)(C)N(C(C)C)CC (N,N-diisopropylethylamine). The solvent is CN(C)C=O (DMF), O (water). Reaction conditions: time 18 hour. The product is CC1=NNC2=CC=C(C=C12)NC=1C2=C(N=CN1)NC(=C2)C=2CCN(CC2)C(CCN2CCCCC2)=O (1-{4-[4-(3-Methyl-1H-indazol-5-ylamino)-7H-pyrrolo[2,3-d]pyrimidin-6-yl]-3,6-dihydro-2H-pyridin-1-yl}-3-piperidin-1-yl-propan-1-one). As a reaction SMILES: Cl.Cl.Cl.[CH3:4][C:5]1[C:13]2[C:8](=[CH:9][CH:10]=[C:11]([NH:14][C:15]3[C:16]4[CH:23]=[C:22]([C:24]5[CH2:25][CH2:26][NH:27][CH2:28][CH:29]=5)[NH:21][C:17]=4[N:18]=[CH:19][N:20]=3)[CH:12]=2)[NH:7][N:6]=1.[N:30]1([CH2:36][CH2:37][C:38](O)=[O:39])[CH2:35][CH2:34][CH2:33][CH2:32][CH2:31]1.Cl.CN(C)CCCN=C=NCC.ON1C2C=CC=CC=2N=N1.C(N(CC)C(C)C)(C)C>CN(C=O)C.O>[CH3:4][C:5]1[C:13]2[C:8](=[CH:9][CH:10]=[C:11]([NH:14][C:15]3[C:16]4[CH:23]=[C:22]([C:24]5[CH2:25][CH2:26][N:27]([C:38](=[O:39])[CH2:37][CH2:36][N:30]6[CH2:35][CH2:34][CH2:33][CH2:32][CH2:31]6)[CH2:28][CH:29]=5)[NH:21][C:17]=4[N:18]=[CH:19][N:20]=3)[CH:12]=2)[NH:7][N:6]=1 |f:0.1.2.3,5.6|. Reported procedure: Into the suspension of (3-methyl-1H-indazol-5-yl)-[6-(1,2,3,6-tetrahydro pyridin-4-yl)-7H-pyrrolo[2,3-d]pyrimidin-4-yl]-amine tris-hydrochloride (122 mg, 0.190 mmol), 1-piperidinepropanoic acid (48.4 mg, 0.305 mmol), N-(3-dimethylaminopropyl)-N′-ethylcarbodiimide hydrochloride (EDC-HCl) (76.7 mg, 0.400 mmol) and 1-hydroxy benzotriazole (HOBt-H2O) (30.6 mg, 0.200 mmol) in DMF (4.5 mL) was added N,N-diisopropylethylamine (167 μL, 0.952 mmol) under N2 at rt. The reaction mixture, which became a cle... Reactants: Cl.N[C@H]([C@@H](CNC1(CC1)C1=CC(=CC=C1)C(F)(F)F)O)CC1=CC(=CC(=C1)F)F ((2R,3S)-3-amino-4-(3,5-difluorophenyl)-1-({1-[3-(trifluoromethyl)phenyl]cyclopropyl}amino)butan-2-ol hydrochloride), C(C)OCCN1C(C=2C=CC=C(C2CC1)C(=O)O)=O (2-(2-ethoxyethyl)-1-oxo-1,2,3,4-tetrahydroisoquinoline-5-carboxylic acid), OC1=CC=CC=2NN=NC21 (hydroxybenzotriazole), Cl.CN(CCCN=C=NCC)C (1-(3-dimethylaminopropyl)-3-ethylcarbodiimide hydrochloride), C(C)(C)N(C(C)C)CC (N,N-diisopropylethylamine). Run in ClCCl (dichloromethane). Reaction conditions: time 20 hour. Yields the product FC=1C=C(C[C@@H]([C@@H](CNC2(CC2)C2=CC(=CC=C2)C(F)(F)F)O)NC(=O)C=2C=3CCN(C(C3C=CC2)=O)CCOCC)C=C(C1)F (N-[(1S,2R)-1-(3,5-difluorobenzyl)-2-hydroxy-3-({1-[3-(trifluoromethyl)phenyl]cyclopropyl}amino)propyl]-2-(2-ethoxyethyl)-1-oxo-1,2,3,4-tetrahydroisoquinoline-5-carboxamide). The yield is 29.5%. RXN SMILES: Cl.[NH2:2][C@@H:3]([CH2:21][C:22]1[CH:27]=[C:26]([F:28])[CH:25]=[C:24]([F:29])[CH:23]=1)[C@H:4]([OH:20])[CH2:5][NH:6][C:7]1([C:10]2[CH:15]=[CH:14][CH:13]=[C:12]([C:16]([F:19])([F:18])[F:17])[CH:11]=2)[CH2:9][CH2:8]1.[CH2:30]([O:32][CH2:33][CH2:34][N:35]1[CH2:44][CH2:43][C:42]2[C:41]([C:45](O)=[O:46])=[CH:40][CH:39]=[CH:38][C:37]=2[C:36]1=[O:48])[CH3:31].OC1C2N=NNC=2C=CC=1.Cl.CN(C)CCCN=C=NCC.C(N(CC)C(C)C)(C)C>ClCCl>[F:29][C:24]1[CH:23]=[C:22]([CH:27]=[C:26]([F:28])[CH:25]=1)[CH2:21][C@H:3]([NH:2][C:45]([C:41]1[C:42]2[CH2:43][CH2:44][N:35]([CH2:34][CH2:33][O:32][CH2:30][CH3:31])[C:36](=[O:48])[C:37]=2[CH:38]=[CH:39][CH:40]=1)=[O:46])[C@H:4]([OH:20])[CH2:5][NH:6][C:7]1([C:10]2[CH:15]=[CH:14][CH:13]=[C:12]([C:16]([F:17])([F:18])[F:19])[CH:11]=2)[CH2:9][CH2:8]1 |f:0.1,4.5|. Procedure: Poured into a suspension of 255 mg of (2R,3S)-3-amino-4-(3,5-difluorophenyl)-1-({1-[3-(trifluoromethyl)phenyl]cyclopropyl}amino)butan-2-ol hydrochloride (2:1), 113.5 mg of 2-(2-ethoxyethyl)-1-oxo-1,2,3,4-tetrahydroisoquinoline-5-carboxylic acid, 9 mg of hydroxybenzotriazole, 104 mg of 1-(3-dimethylaminopropyl)-3-ethylcarbodiimide hydrochloride in 7.6 cm3 of dichloromethane is 0.3 cm3 of N,N-diisopropylethylamine at a temperature close to 20° C. The reaction mixture is kept stirring for 20 h at a... Reaction SMILES: [CH:17]1([CH2:20][OH:21])[CH2:18][CH2:19]1.[Cl:1][c:2]1[cH:3][c:4]([CH2:8][C:9](=[O:10])[NH:11][CH:12]([CH3:13])[C:14](=[O:15])[OH:16])[cH:5][cH:6][cH:7]1>>[Cl:1][c:2]1[cH:3][c:4]([CH2:8][C:9](=[O:10])[NH:11][CH:12]([CH3:13])[C:14]([O:15][CH2:20][CH:17]2[CH2:18][CH2:19]2)=[O:16])[cH:5][cH:6][cH:7]1. Reactants: OCC1CC1, CC(NC(=O)Cc1cccc(Cl)c1)C(=O)O. The product is CC(NC(=O)Cc1cccc(Cl)c1)C(=O)OCC1CC1. Reactants: ClC1=CC=C(C=C1)C (4-chlorotoluene), ClC(Cl)OC (dichloromethylmethylether). The reagents and catalysts are [Ti](Cl)(Cl)(Cl)Cl (titanium tetrachloride). Run in ClCCl (dichloromethane), ClCCl (dichloromethane). Reaction conditions: time 15 hour. Product: ClC1=C(C=O)C=C(C=C1)C (2-chloro-5-methylbenzaldehyde), ClC=1C=CC(=C(C=O)C1)C (5-chloro-2-methylbenzaldehyde). RXN SMILES: [Cl:1][C:2]1[CH:7]=[CH:6][C:5]([CH3:8])=[CH:4][CH:3]=1.Cl[CH:10]([O:12][CH3:13])Cl>ClCCl.[Ti](Cl)(Cl)(Cl)Cl>[Cl:1][C:2]1[CH:7]=[CH:6][C:5]([CH3:8])=[CH:4][C:3]=1[CH:10]=[O:12].[Cl:1][C:2]1[CH:3]=[CH:4][C:5]([CH3:8])=[C:6]([CH:7]=1)[CH:13]=[O:12]. Procedure: To a solution of 4-chlorotoluene (25.0 g) and dichloromethylmethylether (45.4 g) in dichloromethane (160 ml) was added dropwise at room temperature a solution of titanium tetrachloride (74.9 g) in dichloromethane (40 ml), and the mixture was stirred at the same temperature for 15 hours. The reaction solution was poured into ice, and the organic layer was washed with water, sodium hydrogen carbonate solution, water and saturated brine, and dried with magnesium sulfate. Under reduced pressure, the... Starting materials: N1(CCCC1)C1=CCCCC1 (1-Pyrrolidino-1-cyclohexene), C(=C)C1=NC=CC=C1 (2-vinylpyridine), O (Water). The solvent is COCCOCCOC (diglyme). Reaction conditions: time 2 hour. Yields the product N1=C(C=CC=C1)CCC1C(CCCC1)=O (2-(2-pyridyl) ethyl-2-cyclohexanone). RXN SMILES: N1([C:6]2[CH2:11][CH2:10][CH2:9][CH2:8][CH:7]=2)CCCC1.[CH:12]([C:14]1[CH:19]=[CH:18][CH:17]=[CH:16][N:15]=1)=[CH2:13].[OH2:20]>COCCOCCOC>[N:15]1[CH:16]=[CH:17][CH:18]=[CH:19][C:14]=1[CH2:12][CH2:13][CH:6]1[CH2:7][CH2:8][CH2:9][CH2:10][C:11]1=[O:20]. Procedure: Example 290 A) A sample of 1-Pyrrolidino-1-cyclohexene (7.1 mL, 44 mmol) and 2-vinylpyridine (4.3 mL, 40 mmol) were refluxed overnight in diglyme (100 mL). Water was then added and the mixture was stirred an additional 2 hours before extracting it with Et2O. The ether layer was dried over MgSO4 and concentrated in vacuo leaving an oil. The residue oil was distilled on a kugelrohr apparatus at 60-80° C. (0.1 mm) to give 2-(2-pyridyl) ethyl-2-cyclohexanone as a yellow oil (6.5 g). The reactants are CN1CCNCC1, CC1Cc2ccc(-c3ccc(C(=O)O)nc3)cc2CN1c1cc(N2CCN(C)CC2)nc(N)n1. The product is CC1Cc2ccc(-c3ccc(C(=O)N4CCN(C)CC4)nc3)cc2CN1c1cc(N2CCN(C)CC2)nc(N)n1. Reaction SMILES: [CH3:35][N:36]1[CH2:37][CH2:38][NH:39][CH2:40][CH2:41]1.[NH2:1][c:2]1[n:3][c:4]([N:28]2[CH2:29][CH2:30][N:31]([CH3:34])[CH2:32][CH2:33]2)[cH:5][c:6]([N:8]2[CH2:9][c:10]3[cH:11][c:12](-[c:19]4[cH:20][cH:21][c:22]([C:25](=[O:26])[OH:27])[n:23][cH:24]4)[cH:13][cH:14][c:15]3[CH2:16][CH:17]2[CH3:18])[n:7]1>>[NH2:1][c:2]1[n:3][c:4]([N:28]2[CH2:29][CH2:30][N:31]([CH3:34])[CH2:32][CH2:33]2)[cH:5][c:6]([N:8]2[CH2:9][c:10]3[cH:11][c:12](-[c:19]4[cH:20][cH:21][c:22]([C:25](=[O:27])[N:39]5[CH2:38][CH2:37][N:36]([CH3:35])[CH2:41][CH2:40]5)[n:23][cH:24]4)[cH:13][cH:14][c:15]3[CH2:16][CH:17]2[CH3:18])[n:7]1. The reactants are ON=CC=1C(=C(C(=O)OCC)C=C(C1F)F)F (Ethyl 3-hydroxyiminomethyl-2,4,5-trifluorobenzoate). Run in ClC(C#N)(Cl)Cl (trichloroacetonitrile). Conditions: temperature 90 celsius, time 16 hour. The product is C(#N)C=1C(=C(C(=O)OCC)C=C(C1F)F)F (Ethyl 3-cyano-2,4,5-trifluorobenzoate). As a reaction SMILES: O[N:2]=[CH:3][C:4]1[C:5]([F:17])=[C:6]([CH:12]=[C:13]([F:16])[C:14]=1[F:15])[C:7]([O:9][CH2:10][CH3:11])=[O:8]>ClC(Cl)(Cl)C#N>[C:3]([C:4]1[C:5]([F:17])=[C:6]([CH:12]=[C:13]([F:16])[C:14]=1[F:15])[C:7]([O:9][CH2:10][CH3:11])=[O:8])#[N:2]. Reported procedure: Ethyl 3-hydroxyiminomethyl-2,4,5-trifluorobenzoate (5.5 g, 24.0 mmol) was dissolved in trichloroacetonitrile (25 g), and the solution was stirred at 90° C. for 16 hours. The reaction mixture was left to cool, and the solid matter that precipitated was separated through filtration. The filtrate was concentrated under reduced pressure. The residue was subjected to silica gel chromatography (eluent; n-hexane ethyl acetate=10:1), to thereby yield the title compound as a colorless oily substance (3.3... Starting materials: OC1=CC2=C(C(=C(O2)[N+](=O)[O-])C2=CC=CC=C2)C=C1 (6-hydroxy-2-nitro-3-phenylbenzofuran), Cl.CN(CCCl)C (N,N-dimethyl-N-(2-chloroethyl)amine hydrochloride), [H-].[Na+] (sodium hydride). The solvent is C(OC)COC (glyme), C(OC)COC (glyme). The product is Cl.CN(C)CCOC1=CC2=C(C(=C(O2)[N+](=O)[O-])C2=CC=CC=C2)C=C1 (N,N-dimethyl-2-(2-nitro-3-phenyl-6-benzofuranyloxy)ethylamine hydrochloride). As a reaction SMILES: [OH:1][C:2]1[CH:19]=[CH:18][C:5]2[C:6]([C:12]3[CH:17]=[CH:16][CH:15]=[CH:14][CH:13]=3)=[C:7]([N+:9]([O-:11])=[O:10])[O:8][C:4]=2[CH:3]=1.[H-].[Na+].Cl.[CH3:23][N:24]([CH3:28])[CH2:25][CH2:26][Cl:27]>C(COC)OC>[ClH:27].[CH3:23][N:24]([CH2:25][CH2:26][O:1][C:2]1[CH:19]=[CH:18][C:5]2[C:6]([C:12]3[CH:17]=[CH:16][CH:15]=[CH:14][CH:13]=3)=[C:7]([N+:9]([O-:11])=[O:10])[O:8][C:4]=2[CH:3]=1)[CH3:28] |f:1.2,3.4,6.7|. Procedure details: To a solution of 2 g. (0.008 mole) of 6-hydroxy-2-nitro-3-phenylbenzofuran (described in U.S. Pat. No. 3,927,037, Example 2) in 25 ml. of glyme is added a solution of 0.016 mole of sodium hydride in 20 ml. of glyme. To this solution is added 1.2 g. (0.008 mole) of N,N-dimethyl-N-(2-chloroethyl)amine hydrochloride. The mixture is heated to its reflux temperature and maintained at reflux for 6 hours. The reaction mixture is extracted thrice with diethyl ether, the ether is washed with water and sa...